Task: describe an organic reaction: reactants, conditions, products, and yield. Dataset: the Open Reaction Database (ORD), a public repository of structured organic reaction records The reactants are C(C)OC(=O)N1[C@@H](C[C@@H](C2=NC(=CC=C12)OC)NC1=NC=C(C(=N1)CC1=CC(=CC(=C1)C(F)(F)F)C(=O)OC)N1CCOCC1)CC ((2R,4S)-2-Ethyl-6-methoxy-4-{(3-methoxycarbonyl-5-trifluoromethylbenzyl)-[5-(morpholin-4-yl)pyrimidin-2-yl]}amino-3,4-dihydro-2H-[1,5]naphthyridine-1-carboxylic acid ethyl ester), [OH-].[Na+] (NaOH). Solvent: CO (methanol), CN(C=O)C (N,N-dimethylformamide). Reaction conditions: time 1.5 hour. Yields the product C(C)OC(=O)N1[C@@H](C[C@@H](C2=NC(=CC=C12)OC)NC1=NC=C(C(=N1)CC1=CC(=CC(=C1)C(F)(F)F)C(=O)O)N1CCOCC1)CC ((2R,4S)-4-{(3-carboxy-5-trifluoromethylbenzyl)-[5-(morpholin-4-yl)pyrimidin-2-yl]}amino-2-ethyl-6-methoxy-3,4-dihydro-2H-[1,5]naphthyridine-1-carboxylic acid ethyl ester). Yield: 29.7%. RXN SMILES: [CH2:1]([O:3][C:4]([N:6]1[C:15]2[C:10](=[N:11][C:12]([O:16][CH3:17])=[CH:13][CH:14]=2)[C@@H:9]([NH:18][C:19]2[N:24]=[C:23]([CH2:25][C:26]3[CH:31]=[C:30]([C:32]([F:35])([F:34])[F:33])[CH:29]=[C:28]([C:36]([O:38]C)=[O:37])[CH:27]=3)[C:22]([N:40]3[CH2:45][CH2:44][O:43][CH2:42][CH2:41]3)=[CH:21][N:20]=2)[CH2:8][C@H:7]1[CH2:46][CH3:47])=[O:5])[CH3:2].[OH-].[Na+]>CO.CN(C)C=O>[CH2:1]([O:3][C:4]([N:6]1[C:15]2[C:10](=[N:11][C:12]([O:16][CH3:17])=[CH:13][CH:14]=2)[C@@H:9]([NH:18][C:19]2[N:24]=[C:23]([CH2:25][C:26]3[CH:31]=[C:30]([C:32]([F:34])([F:33])[F:35])[CH:29]=[C:28]([C:36]([OH:38])=[O:37])[CH:27]=3)[C:22]([N:40]3[CH2:45][CH2:44][O:43][CH2:42][CH2:41]3)=[CH:21][N:20]=2)[CH2:8][C@H:7]1[CH2:46][CH3:47])=[O:5])[CH3:2] |f:1.2|. Procedure: (2R,4S)-2-Ethyl-6-methoxy-4-{(3-methoxycarbonyl-5-trifluoromethylbenzyl)-[5-(morpholin-4-yl)pyrimidin-2-yl]}amino-3,4-dihydro-2H-[1,5]naphthyridine-1-carboxylic acid ethyl ester (86 mg) is dissolved in methanol (9 ml) and N,N-dimethylformamide (1 ml), and thereto is added 1N aqueous NaOH solution (3 ml). The mixture is stirred at room temperature for 1.5 hours, and partitioned by adding 1N HCl and ethyl acetate. The organic layer is washed with saturated brine, then dried over magnesium sulfate,... Starting materials: ( iii ), O1C(CCCC1)ONC(=O)[C@@H](C\C=C\C1=CC=CC=C1)[C@H](C(=O)NNS(=O)(=O)C)CC(C)C ((E)-2(R)-[1(S)-[(tetrahydro-2(RS)-pyranyloxy)carbamoyl]-4-phenyl-3-butenyl]-2′-(methanesulphonyl)-4-methylvalerohydrazide), ClC1=C(CBr)C(=CC=C1)Cl (2,6-dichlorobenzyl bromide). Yields the product ClC1=C(CN(NC([C@H](CC(C)C)[C@H](C\C=C\C2=CC=CC=C2)C(NO)=O)=O)S(=O)(=O)C)C(=CC=C1)Cl ((E)-2′-(2,6-Dichlorobenzyl)-2(R)-[1(S)-(hydroxycarbamoyl)-4-phenyl-3-butenyl]-2′-(methanesulphonyl)-4-methylvalerohydrazide). Reaction SMILES: O1CCCCC1[O:7][NH:8][C:9]([C@H:11]([C@@H:21]([CH2:30][CH:31]([CH3:33])[CH3:32])[C:22]([NH:24][NH:25][S:26]([CH3:29])(=[O:28])=[O:27])=[O:23])[CH2:12]/[CH:13]=[CH:14]/[C:15]1[CH:20]=[CH:19][CH:18]=[CH:17][CH:16]=1)=[O:10].[Cl:34][C:35]1[CH:42]=[CH:41][CH:40]=[C:39]([Cl:43])[C:36]=1[CH2:37]Br>>[Cl:34][C:35]1[CH:42]=[CH:41][CH:40]=[C:39]([Cl:43])[C:36]=1[CH2:37][N:25]([S:26]([CH3:29])(=[O:28])=[O:27])[NH:24][C:22](=[O:23])[C@@H:21]([C@@H:11]([C:9](=[O:10])[NH:8][OH:7])[CH2:12]/[CH:13]=[CH:14]/[C:15]1[CH:16]=[CH:17][CH:18]=[CH:19][CH:20]=1)[CH2:30][CH:31]([CH3:33])[CH3:32]. Procedure: The starting material was prepared in an analogous manner to that described in Example 15, part (iii), starting from (E)-2(R)-[1(S)-[(tetrahydro-2(RS)-pyranyloxy)carbamoyl]-4-phenyl-3-butenyl]-2′-(methanesulphonyl)-4-methylvalerohydrazide and 2,6-dichlorobenzyl bromide. The reactants are O=[N+]([O-])c1cc(Br)cnc1O, Cc1ccccc1, CN(C)C=O, O, BrP(Br)Br. Yields the product O=[N+]([O-])c1cc(Br)cnc1Br. As a reaction SMILES: [Br:1][c:2]1[cH:3][c:4]([N+:9](=[O:10])[O-:11])[c:5]([OH:8])[n:6][cH:7]1.[CH3:17][c:18]1[cH:19][cH:20][cH:21][cH:22][cH:23]1.[O:24]=[CH:25][N:26]([CH3:27])[CH3:28].[OH2:16].[P:12]([Br:13])([Br:14])[Br:15]>>[Br:1][c:2]1[cH:3][c:4]([N+:9](=[O:10])[O-:11])[c:5]([Br:13])[n:6][cH:7]1.